From a dataset of the Open Reaction Database (ORD), a public repository of structured organic reaction records. describe an organic reaction: reactants, conditions, products, and yield Reactants: C[Si](C)(C)C#C (trimethylsilyl acetylene), BrC=1C=CC(=C(C1)OC1=CC=C(C=C1)C)C(C)(C)C (5-bromo-2-tert-butyl-1-[(4′-methyl)phenoxy]benzene), BrC=1C=CC(=C(C1)OC1=CC=C(C=C1)C)C(C)(C)C (5-bromo-2-tert-butyl-1-[(4′-methyl)phenoxy]benzene), cuprous iodide, C[Si](C)(C)C#C (trimethylsilyl acetylene). The reagents and catalysts are Cl[Pd]([P](C1=CC=CC=C1)(C2=CC=CC=C2)C3=CC=CC=C3)([P](C4=CC=CC=C4)(C5=CC=CC=C5)C6=CC=CC=C6)Cl (bis(triphenylphosphine)palladium(II) chloride), Cl[Pd]([P](C1=CC=CC=C1)(C2=CC=CC=C2)C3=CC=CC=C3)([P](C4=CC=CC=C4)(C5=CC=CC=C5)C6=CC=CC=C6)Cl (bis(triphenylphosphine)palladium(II) chloride). Run in C(C)N(CC)CC (triethylamine). Run at temperature 75 celsius. The product is C(C)(C)(C)C1=C(C=C(C=C1)C#C[Si](C)(C)C)OC1=CC=C(C=C1)C (2-tert-Butyl-5-trimethylsilanylethynyl-1-[(4′-methyl)phenoxy]benzene). As a reaction SMILES: Br[C:2]1[CH:3]=[CH:4][C:5]([C:16]([CH3:19])([CH3:18])[CH3:17])=[C:6]([O:8][C:9]2[CH:14]=[CH:13][C:12]([CH3:15])=[CH:11][CH:10]=2)[CH:7]=1.[CH3:20][Si:21]([C:24]#[CH:25])([CH3:23])[CH3:22]>C(N(CC)CC)C.Cl[Pd](Cl)([P](C1C=CC=CC=1)(C1C=CC=CC=1)C1C=CC=CC=1)[P](C1C=CC=CC=1)(C1C=CC=CC=1)C1C=CC=CC=1>[C:16]([C:5]1[CH:4]=[CH:3][C:2]([C:25]#[C:24][Si:21]([CH3:23])([CH3:22])[CH3:20])=[CH:7][C:6]=1[O:8][C:9]1[CH:14]=[CH:13][C:12]([CH3:15])=[CH:11][CH:10]=1)([CH3:19])([CH3:18])[CH3:17] |^1:35,54|. Reported procedure: In a sealed tube vessel, a solution of 323 mg (1.0 mmol) of 5-bromo-2-tert-butyl-1-[(4′-methyl)phenoxy]benzene (Compound J) in 6 mL of triethylamine was sparged (with a stream of argon bubbled vigorously into the solution) for several minutes. To this solution was added 48 mg (0.25 mmol) of cuprous iodide and the resultant mixture was sparged with argon for several minutes. To this reaction mixture was then added 175 mg (0.25 mmol) of bis(triphenylphosphine)palladium(II) chloride. After sparging...